Dataset: the Open Reaction Database (ORD), a public repository of structured organic reaction records. Task: describe an organic reaction: reactants, conditions, products, and yield Starting materials: COC(=O)C1=CC2=C(S1)C=C(C=C2)N (6-amino-benzo[b]thiophene-2-carboxylic acid methyl ester), C(=O)([O-])[O-].[Na+].[Na+] (Na2CO3), ClCC(=O)Cl (chloroacetylchloride). Solvent: CCOC(=O)C (EtOAc), CN(C)C=O (DMF). Reaction conditions: time 18 hour. Product: COC(=O)C1=CC2=C(S1)C=C(C=C2)NC(CCl)=O (6-(2-Chloro-acetylamino)-benzo[b]thiophene-2-carboxylic acid methyl ester). As a reaction SMILES: [CH3:1][O:2][C:3]([C:5]1[S:9][C:8]2[CH:10]=[C:11]([NH2:14])[CH:12]=[CH:13][C:7]=2[CH:6]=1)=[O:4].C([O-])([O-])=O.[Na+].[Na+].[Cl:21][CH2:22][C:23](Cl)=[O:24]>CN(C=O)C.CCOC(C)=O>[CH3:1][O:2][C:3]([C:5]1[S:9][C:8]2[CH:10]=[C:11]([NH:14][C:23](=[O:24])[CH2:22][Cl:21])[CH:12]=[CH:13][C:7]=2[CH:6]=1)=[O:4] |f:1.2.3|. Procedure details: To a mixture of 6-amino-benzo[b]thiophene-2-carboxylic acid methyl ester (1.0 g, 4.83 mmol) and Na2CO3 (2.05 g, 19.3 mmol) in DMF (10 mL) was added chloroacetylchloride (460 μL, 5.79 mmol). After stirring for 18 h, the mixture was diluted with EtOAc, filtered and concentrated. The residue was purified by column chromatography (2:8; EtOAc:hexanes) to give a pale-white solid. MS (EI): cal'd (MH+) 284.01, exp (MH+) 284.15. Also retained ˜50.5% of impure fractions. The reactants are CC(=O)OC(C)=O, Cc1ccccc1, CC(=O)Nc1nc2c(Oc3cc(-c4ccc(C(F)(F)F)cc4N)ncn3)cccc2s1. Yields the product CC(=O)Nc1nc2c(Oc3cc(-c4ccc(C(F)(F)F)cc4NC(C)=O)ncn3)cccc2s1. Reaction SMILES: [CH3:32][C:33](=[O:34])[O:35][C:36](=[O:37])[CH3:38].[CH3:39][c:40]1[cH:41][cH:42][cH:43][cH:44][cH:45]1.[NH2:1][c:2]1[c:3](-[c:12]2[cH:13][c:14]([O:18][c:19]3[cH:20][cH:21][cH:22][c:23]4[c:24]3[n:25][c:26]([NH:28][C:29]([CH3:30])=[O:31])[s:27]4)[n:15][cH:16][n:17]2)[cH:4][cH:5][c:6]([C:8]([F:9])([F:10])[F:11])[cH:7]1>>[NH:1]([c:2]1[c:3](-[c:12]2[cH:13][c:14]([O:18][c:19]3[cH:20][cH:21][cH:22][c:23]4[c:24]3[n:25][c:26]([NH:28][C:29]([CH3:30])=[O:31])[s:27]4)[n:15][cH:16][n:17]2)[cH:4][cH:5][c:6]([C:8]([F:9])([F:10])[F:11])[cH:7]1)[C:33]([CH3:32])=[O:34].